The task is: describe an organic reaction: reactants, conditions, products, and yield. This data is from the Open Reaction Database (ORD), a public repository of structured organic reaction records. The reactants are COC1=CC=C(CNC2=NC3=CC=C(C=C3C=C2CCC(=O)NCC2CCCCC2)Br)C=C1 (3-(2-(4-methoxybenzylamino)-6-bromoquinolin-3-yl)-N-(cyclohexylmethyl)propanamide), CN(C)C=O (DMF), C([O-])([O-])=O.[Cs+].[Cs+] (cesium carbonate), C(CNC(=O)C1=CC=CC=C1)(=O)O (hippuric acid). Reagents/catalysts: O.C(C)(=O)[O-].[Cu+2].C(C)(=O)[O-] (copper (II) acetate monohydrate). Run at temperature 140 celsius. Product: COC1=CC=C(CNC2=NC3=CC=C(C=C3C=C2CCC(=O)NCC2CCCCC2)N2C(=NC=C2)C)C=C1 (3-(2-(4-methoxybenzylamino)-6-(2-methyl-1H-imidazol-1-yl) quinolin-3-yl)-N-(cyclohexylmethyl)propanamide). RXN SMILES: [CH3:1][O:2][C:3]1[CH:33]=[CH:32][C:6]([CH2:7][NH:8][C:9]2[C:18]([CH2:19][CH2:20][C:21]([NH:23][CH2:24][CH:25]3[CH2:30][CH2:29][CH2:28][CH2:27][CH2:26]3)=[O:22])=[CH:17][C:16]3[C:11](=[CH:12][CH:13]=[C:14](Br)[CH:15]=3)[N:10]=2)=[CH:5][CH:4]=1.C(=O)([O-])[O-].[Cs+].[Cs+].[C:40](O)(=O)[CH2:41][NH:42][C:43]([C:45]1C=CC=CC=1)=O.C[N:54](C=O)C>O.C([O-])(=O)C.[Cu+2].C([O-])(=O)C>[CH3:1][O:2][C:3]1[CH:33]=[CH:32][C:6]([CH2:7][NH:8][C:9]2[C:18]([CH2:19][CH2:20][C:21]([NH:23][CH2:24][CH:25]3[CH2:30][CH2:29][CH2:28][CH2:27][CH2:26]3)=[O:22])=[CH:17][C:16]3[C:11](=[CH:12][CH:13]=[C:14]([N:54]4[CH:40]=[CH:41][N:42]=[C:43]4[CH3:45])[CH:15]=3)[N:10]=2)=[CH:5][CH:4]=1 |f:1.2.3,6.7.8.9|. Procedure: In a sealed tube was combined 3-(2-(4-methoxybenzylamino)-6-bromoquinolin-3-yl)-N-(cyclohexylmethyl)propanamide (0.32 g, 0.63 mmol, prepared as in Example 5), copper (II) acetate monohydrate (0.025 g, 0.13 mmol), cesium carbonate (0.61 g, 1.9 mmol), hippuric acid (0.016 ml, 0.13 mmol), 2-methyl-/H-imidazole (0.062 g, 0.75 mmol) and DMF (5 mL). The tube was sealed and heated to 140° C. for 48 h. The mixture was cooled to RT, transferred to a flask and concentrated to remove the DMF. Adsorbtion on...